describe an organic reaction: reactants, conditions, products, and yield From a dataset of the Open Reaction Database (ORD), a public repository of structured organic reaction records. The reactants are CCOC(=O)c1ccc(-c2cn3nc(-c4ccc(N5CCC(OCCCCCOC)CC5)cc4)sc3n2)cc1, CO, Cl, O=C(O)C(F)(F)F, C1CCOC1, O. Yields the product COCCCCCOC1CCN(c2ccc(-c3nn4cc(-c5ccc(C(=O)O)cc5)nc4s3)cc2)CC1. RXN SMILES: [CH2:8]([CH3:9])[O:10][C:11]([c:12]1[cH:13][cH:14][c:15](-[c:18]2[n:19][c:20]3[s:21][c:22](-[c:26]4[cH:27][cH:28][c:29]([N:32]5[CH2:33][CH2:34][CH:35]([O:38][CH2:39][CH2:40][CH2:41][CH2:42][CH2:43][O:44][CH3:45])[CH2:36][CH2:37]5)[cH:30][cH:31]4)[n:23][n:24]3[cH:25]2)[cH:16][cH:17]1)=[O:46].[CH3:49][OH:50].[ClH:48].[F:1][C:2]([F:3])([F:4])[C:5]([OH:6])=[O:7].[O:51]1[CH2:52][CH2:53][CH2:54][CH2:55]1.[OH2:47]>>[O:10]=[C:11]([c:12]1[cH:13][cH:14][c:15](-[c:18]2[n:19][c:20]3[s:21][c:22](-[c:26]4[cH:27][cH:28][c:29]([N:32]5[CH2:33][CH2:34][CH:35]([O:38][CH2:39][CH2:40][CH2:41][CH2:42][CH2:43][O:44][CH3:45])[CH2:36][CH2:37]5)[cH:30][cH:31]4)[n:23][n:24]3[cH:25]2)[cH:16][cH:17]1)[OH:46]. The product is Cl.CC1(OC2=C(C3=C1CCC3)C(=CC(=C2)C(C)C(CCCCC)C)OC(CCCN2CCCCC2)=O)C (4,4-Dimethyl-7-(3-methyl-2-octyl)-9-[4-(piperidino)-butyryloxy]-1,2,3,4-tetrahydrocyclopenta[ c][1]benzopyran hydrochloride). Starting materials: CC1(OC2=C(C3=C1CCC3)C(=CC(=C2)C(C)C(CCCCC)C)O)C (4,4-dimethyl-9-hydroxy-7-(3-methyl-2-octyl)-1,2,3,4-tetrahydrocyclopenta[ c][1]benzopyran), product, C1(CCCCC1)N=C=NC1CCCCC1 (dicyclohexylcarbodiimide), Cl.N1(CCCCC1)CCCC(=O)O (γ-piperidinobutyric acid hydrochloride). The solvent is C(Cl)Cl (methylene chloride). As a reaction SMILES: [CH3:1][C:2]1([CH3:25])[C:7]2[CH2:8][CH2:9][CH2:10][C:6]=2[C:5]2[C:11]([OH:24])=[CH:12][C:13]([CH:15]([CH:17]([CH3:23])[CH2:18][CH2:19][CH2:20][CH2:21][CH3:22])[CH3:16])=[CH:14][C:4]=2[O:3]1.C1(N=C=NC2CCCCC2)CCCCC1.[ClH:41].[N:42]1([CH2:48][CH2:49][CH2:50][C:51](O)=[O:52])[CH2:47][CH2:46][CH2:45][CH2:44][CH2:43]1>C(Cl)Cl>[ClH:41].[CH3:25][C:2]1([CH3:1])[C:7]2[CH2:8][CH2:9][CH2:10][C:6]=2[C:5]2[C:11]([O:24][C:51](=[O:52])[CH2:50][CH2:49][CH2:48][N:42]3[CH2:47][CH2:46][CH2:45][CH2:44][CH2:43]3)=[CH:12][C:13]([CH:15]([CH:17]([CH3:23])[CH2:18][CH2:19][CH2:20][CH2:21][CH3:22])[CH3:16])=[CH:14][C:4]=2[O:3]1 |f:2.3,5.6|. Procedure: 5.0 g. (14.6 mmoles) of 4,4-dimethyl-9-hydroxy-7-(3-methyl-2-octyl)-1,2,3,4-tetrahydrocyclopenta[ c][1]benzopyran, 3.14 g. (15.2 mmoles) of dicyclohexylcarbodiimide and 3.15 g. (15.2 mmoles) of γ-piperidinobutyric acid hydrochloride (m.p. 190°-192°), Cruickshank & Sheehan J. Am. Chem. Soc. 83, 2891 (1961), were combined with 250 ml. of methylene chloride and stirred for a total of 40 hours at room temperature. The insoluble by-product of dicyclohexylurea was separated by filtration and the methy... Reactants: Brc1ccc(-c2ccccc2)cc1, O=C([O-])O, CCCCO, CC(C)(C)[O-], CCCCCC, ClCCl, [Na+], [Na+], Sc1ccccc1, c1ccc(P(c2ccccc2)(c2ccccc2)[Pd](P(c2ccccc2)(c2ccccc2)c2ccccc2)(P(c2ccccc2)(c2ccccc2)c2ccccc2)P(c2ccccc2)(c2ccccc2)c2ccccc2)cc1. Product: c1ccc(Sc2ccc(-c3ccccc3)cc2)cc1. As a reaction SMILES: [Br:1][c:2]1[cH:3][cH:4][c:5](-[c:8]2[cH:9][cH:10][cH:11][cH:12][cH:13]2)[cH:6][cH:7]1.[C:35](=[O:36])([O-:37])[OH:38].[CH2:27]([OH:28])[CH2:29][CH2:30][CH3:31].[CH3:21][C:22]([CH3:23])([O-:24])[CH3:25].[CH3:40][CH2:41][CH2:42][CH2:43][CH2:44][CH3:45].[Cl:32][CH2:33][Cl:34].[Na+:26].[Na+:39].[SH:14][c:15]1[cH:16][cH:17][cH:18][cH:19][cH:20]1.[cH:46]1[cH:47][cH:48][c:49]([P:50]([Pd:51]([P:52]([c:53]2[cH:54][cH:55][cH:56][cH:57][cH:58]2)([c:59]2[cH:60][cH:61][cH:62][cH:63][cH:64]2)[c:65]2[cH:66][cH:67][cH:68][cH:69][cH:70]2)([P:71]([c:72]2[cH:73][cH:74][cH:75][cH:76][cH:77]2)([c:78]2[cH:79][cH:80][cH:81][cH:82][cH:83]2)[c:84]2[cH:85][cH:86][cH:87][cH:88][cH:89]2)[P:90]([c:91]2[cH:92][cH:93][cH:94][cH:95][cH:96]2)([c:97]2[cH:98][cH:99][cH:100][cH:101][cH:102]2)[c:103]2[cH:104][cH:105][cH:106][cH:107][cH:108]2)([c:109]2[cH:110][cH:111][cH:112][cH:113][cH:114]2)[c:115]2[cH:116][cH:117][cH:118][cH:119][cH:120]2)[cH:121][cH:122]1>>[c:2]1([S:14][c:15]2[cH:16][cH:17][cH:18][cH:19][cH:20]2)[cH:3][cH:4][c:5](-[c:8]2[cH:9][cH:10][cH:11][cH:12][cH:13]2)[cH:6][cH:7]1. Reactants: ClC=1C=CC(=C(CN2C3=C(NCC2)N=CC(=C3)C3=CC=C(C(=O)O)C=C3)C1)C(F)(F)F (4-{1-[5-chloro-2-(trifluoromethyl)benzyl]-1,2,3,4-tetrahydropyrido[2,3-b]pyrazin-7-yl}benzoic acid), N1CCOCC1 (morpholine). Product: ClC=1C=CC(=C(CN2C3=C(NCC2)N=CC(=C3)C3=CC=C(C=C3)C(=O)N3CCOCC3)C1)C(F)(F)F ((4-{1-[5-Chloro-2-(trifluoromethyl)benzyl]-1,2,3,4-tetrahydropyrido[2,3-b]pyrazin-7-yl}phenyl)morpholin-4-ylmethanone). Reaction SMILES: [Cl:1][C:2]1[CH:3]=[CH:4][C:5]([C:28]([F:31])([F:30])[F:29])=[C:6]([CH:27]=1)[CH2:7][N:8]1[CH2:13][CH2:12][NH:11][C:10]2[N:14]=[CH:15][C:16]([C:18]3[CH:26]=[CH:25][C:21]([C:22](O)=[O:23])=[CH:20][CH:19]=3)=[CH:17][C:9]1=2.[NH:32]1[CH2:37][CH2:36][O:35][CH2:34][CH2:33]1>>[Cl:1][C:2]1[CH:3]=[CH:4][C:5]([C:28]([F:29])([F:30])[F:31])=[C:6]([CH:27]=1)[CH2:7][N:8]1[CH2:13][CH2:12][NH:11][C:10]2[N:14]=[CH:15][C:16]([C:18]3[CH:19]=[CH:20][C:21]([C:22]([N:32]4[CH2:37][CH2:36][O:35][CH2:34][CH2:33]4)=[O:23])=[CH:25][CH:26]=3)=[CH:17][C:9]1=2. Procedure: 4-{1-[5-chloro-2-(trifluoromethyl)benzyl]-1,2,3,4-tetrahydropyrido[2,3-b]pyrazin-7-yl}benzoic acid was reacted with morpholine as in General Procedure 10 to give the title compound. LCMS: m/z=516.96 (M+H+); retention time=0.74 minutes.